This data is from the Open Reaction Database (ORD), a public repository of structured organic reaction records. The task is: describe an organic reaction: reactants, conditions, products, and yield The reactants are ClC1=C(C=CC2=CN(N=C12)C1=CC=C(C=C1)O[Si](C(C)C)(C(C)C)C(C)C)OCC1CC1 (7-chloro-6-(cyclopropylmethoxy)-2-(4-{[tris(1-methylethyl)silyl]oxy}phenyl)-2H-indazole), [F-].C(CCC)[N+](CCCC)(CCCC)CCCC (tetrabutylammonium fluoride). Run in C1CCOC1 (THF), C1CCOC1 (THF). Reaction conditions: time 1 hour. The product is ClC1=C(C=CC2=CN(N=C12)C1=CC=C(C=C1)O)OCC1CC1 (4-[7-chloro-6-(cyclopropylmethoxy)-2H-indazol-2-yl]phenol). Isolated yield 59.6%. As a reaction SMILES: [Cl:1][C:2]1[C:10]2[C:6](=[CH:7][N:8]([C:11]3[CH:16]=[CH:15][C:14]([O:17][Si](C(C)C)(C(C)C)C(C)C)=[CH:13][CH:12]=3)[N:9]=2)[CH:5]=[CH:4][C:3]=1[O:28][CH2:29][CH:30]1[CH2:32][CH2:31]1.[F-].C([N+](CCCC)(CCCC)CCCC)CCC>C1COCC1>[Cl:1][C:2]1[C:10]2[C:6](=[CH:7][N:8]([C:11]3[CH:16]=[CH:15][C:14]([OH:17])=[CH:13][CH:12]=3)[N:9]=2)[CH:5]=[CH:4][C:3]=1[O:28][CH2:29][CH:30]1[CH2:31][CH2:32]1 |f:1.2|. Reported procedure: To a solution of 7-chloro-6-(cyclopropylmethoxy)-2-(4-{[tris(1-methylethyl)silyl]oxy}phenyl)-2H-indazole (112 mg) in THF (1 mL) was added a THF solution (1.0 M, 0.71 mL) of tetrabutylammonium fluoride at room temperature, and the mixture was stirred for 1 hr. The solvent was evaporated under reduced pressure, water was added to the residue, and the mixture was extracted with ethyl acetate. The separated aqueous layer was extracted again with ethyl acetate. The combined organic layer was washed w... The reactants are C(C)OC(CNCCNS(=O)(=O)C=1SC2=C(N1)C=CC=C2)=O (N-[2-(benzothiazole-2-sulfonylamino)-ethyl]-glycine ethyl ester), COC=1C=C(COC(=O)NC2=NC(N(C=C2)CC(=O)O)=O)C=CC1OC ([4-N-(3,4-dimethoxybenzyloxycarbonyl)-cytosin-1-yl]-acetic acid). The product is C(C)OC(CN(C(CN1C(=O)N=C(NC(=O)OCC2=CC(=C(C=C2)OC)OC)C=C1)=O)CCNS(=O)(=O)C=1SC2=C(N1)C=CC=C2)=O (N-[2-(Benzothiazole-2-sulfonylamino)-ethyl]-N-{[4-N-(3,4-dimethoxybenzyloxycarbonyl)-cytosin-1-yl]-acetyl}-glycine Ethyl Ester). Isolated yield 85.4%. RXN SMILES: [CH2:1]([O:3][C:4](=[O:22])[CH2:5][NH:6][CH2:7][CH2:8][NH:9][S:10]([C:13]1[S:14][C:15]2[CH:21]=[CH:20][CH:19]=[CH:18][C:16]=2[N:17]=1)(=[O:12])=[O:11])[CH3:2].[CH3:23][O:24][C:25]1[CH:26]=[C:27]([CH:44]=[CH:45][C:46]=1[O:47][CH3:48])[CH2:28][O:29][C:30]([NH:32][C:33]1[CH:38]=[CH:37][N:36]([CH2:39][C:40](O)=[O:41])[C:35](=[O:43])[N:34]=1)=[O:31]>>[CH2:1]([O:3][C:4](=[O:22])[CH2:5][N:6]([CH2:7][CH2:8][NH:9][S:10]([C:13]1[S:14][C:15]2[CH:21]=[CH:20][CH:19]=[CH:18][C:16]=2[N:17]=1)(=[O:12])=[O:11])[C:40](=[O:41])[CH2:39][N:36]1[CH:37]=[CH:38][C:33]([NH:32][C:30]([O:29][CH2:28][C:27]2[CH:44]=[CH:45][C:46]([O:47][CH3:48])=[C:25]([O:24][CH3:23])[CH:26]=2)=[O:31])=[N:34][C:35]1=[O:43])[CH3:2]. Procedure details: The title compound (5.31 g, 81%) was synthesized by the reaction of N-[2-(benzothiazole-2-sulfonylamino)-ethyl]-glycine ethyl ester (3.26 g, 9.5 mmol) and [4-N-(3,4-dimethoxybenzyloxycarbonyl)-cytosin-1-yl]-acetic acid (3.28 g, 9.03 mmol) as per the procedure of Example 20. 1H NMR (500 MHz; DMSO-d6) δ 10.72 (s, 1H), 8.27 (dd, 1H), 8.17 (dd, 1H), 7.90 (d, 0.6H), 7.82 (d, 0.4H), 7.69˜7.62 (m, 2H), 7.02 (s, 1H), 7.00 (t, 1H), 6.94 (s, 2H), 5.09 (s, 2H), 4.80 (s, 1.2H), 4.61 (s, 0.8H), 4.34 (s, 0.8H... Reactants: [Si](C)(C)(C(C)(C)C)OC1=C(C=C(C=C1)Cl)NC(=O)NC1=NC=C(N=C1)C#N (N-(2-{[tert-butyl(dimethyl)silyl]oxy}-5-chlorophenyl)-N′-(5-cyano-2-pyrazinyl)urea), Br (HBr), [F-].[K+] (KF), Cl (HCl). Run in CN(C)C=O (DMF). Conditions: time 30 minute. The product is ClC=1C=CC(=C(C1)NC(=O)NC1=NC=C(N=C1)C#N)O (N-(5-chloro-2-hydroxyphenyl)-N′-(5-cyano-2-pyrazinyl)urea). Isolated yield 81.7%. As a reaction SMILES: [Si]([O:8][C:9]1[CH:14]=[CH:13][C:12]([Cl:15])=[CH:11][C:10]=1[NH:16][C:17]([NH:19][C:20]1[CH:25]=[N:24][C:23]([C:26]#[N:27])=[CH:22][N:21]=1)=[O:18])(C(C)(C)C)(C)C.Br.[F-].[K+].Cl>CN(C=O)C>[Cl:15][C:12]1[CH:13]=[CH:14][C:9]([OH:8])=[C:10]([NH:16][C:17]([NH:19][C:20]2[CH:25]=[N:24][C:23]([C:26]#[N:27])=[CH:22][N:21]=2)=[O:18])[CH:11]=1 |f:2.3|. Procedure details: A solution of Example 1E (1.66 g, 4.1 mmol) in DMF (25 mL) at room temperature was treated sequentially with 48% wt HBr (0.1 mL) and KF (0.48 g, 8.2 mmol). The mixture was stirred for 30 minutes, poured into 1N aqueous HCl (100 mL), and extracted with ethyl acetate (3×80 mL). The combined extracts were dried (MgSO4), filtered, and concentrated. The concentrate was purified by flash column chromatography on silica gel with 60% ethyl acetate/hexanes to provide 0.97 g (82.2%) of the desired product... Reactants: O[C@H]1[C@@H](CCCC1)NC=1SC2=C(N1)C=CC(=C2)CN2C=NC=1C2=NC=C(C1)C(=O)OC (methyl 3-((2-(((1R,2R)-2-hydroxycyclohexyl)amino)benzo[d]thiazol-6-yl)methyl)-3H-imidazo[4,5-b]pyridine-6-carboxylate), Cl (HCl). Solvent: C1CCOC1 (THF), [Li+].[OH-] (LiOH). Conditions: time 3 hour. Yields the product O[C@H]1[C@@H](CCCC1)NC=1SC2=C(N1)C=CC(=C2)CN2C=NC=1C2=NC=C(C1)C(=O)O (3-((2-(((1R,2R)-2-hydroxycyclohexyl)amino)benzo[d]thiazol-6-yl)methyl)-3H-imidazo[4,5-b]pyridine-6-carboxylic acid). Yield: 18.2%. RXN SMILES: [OH:1][C@@H:2]1[CH2:7][CH2:6][CH2:5][CH2:4][C@H:3]1[NH:8][C:9]1[S:10][C:11]2[CH:17]=[C:16]([CH2:18][N:19]3[C:23]4=[N:24][CH:25]=[C:26]([C:28]([O:30]C)=[O:29])[CH:27]=[C:22]4[N:21]=[CH:20]3)[CH:15]=[CH:14][C:12]=2[N:13]=1.Cl>C1COCC1.[Li+].[OH-]>[OH:1][C@@H:2]1[CH2:7][CH2:6][CH2:5][CH2:4][C@H:3]1[NH:8][C:9]1[S:10][C:11]2[CH:17]=[C:16]([CH2:18][N:19]3[C:23]4=[N:24][CH:25]=[C:26]([C:28]([OH:30])=[O:29])[CH:27]=[C:22]4[N:21]=[CH:20]3)[CH:15]=[CH:14][C:12]=2[N:13]=1 |f:3.4|. Procedure: A mixture of methyl 3-((2-(((1R,2R)-2-hydroxycyclohexyl)amino)benzo[d]thiazol-6-yl)methyl)-3H-imidazo[4,5-b]pyridine-6-carboxylate (210 mg, 0.48 mmol) from Example 79 in THF (5 mL) and 1 M aq LiOH (5 mL) was stirred at rt for 3 h. The reaction mixture was acidified to pH˜1.0 with 2 M aq HCl, and the mixture was purified directly by reverse-phase HPLC using a mixture of water (5% CH3CN, 0.05% HOAc) and CH3CN (0.05% HOAc) as the mobile phase and Varian Pursuit XRs diphenyl column as the stationary... Reactants: CCCCP(CCCC)CCCC, C1CCOC1, CCOC(C)=O, CCNC(=O)c1ccc(-n2nnc(C(=O)NC3CC3)c2CO)c(O)c1, O=C(N=NC(=O)N1CCCCC1)N1CCCCC1. The product is CCNC(=O)c1ccc2c(c1)OCc1c(C(=O)NC3CC3)nnn1-2. As a reaction SMILES: [CH2:26]([P:27]([CH2:28][CH2:29][CH2:30][CH3:31])[CH2:32][CH2:33][CH2:34][CH3:35])[CH2:36][CH2:37][CH3:38].[CH2:57]1[O:58][CH2:59][CH2:60][CH2:61]1.[CH3:62][CH2:63][O:64][C:65](=[O:66])[CH3:67].[CH:1]1([NH:4][C:5](=[O:6])[c:7]2[n:8][n:9][n:10](-[c:14]3[c:15]([OH:25])[cH:16][c:17]([C:20](=[O:21])[NH:22][CH2:23][CH3:24])[cH:18][cH:19]3)[c:11]2[CH2:12][OH:13])[CH2:2][CH2:3]1.[N:39]([C:40]([N:41]1[CH2:42][CH2:43][CH2:44][CH2:45][CH2:46]1)=[O:47])=[N:48][C:49]([N:50]1[CH2:51][CH2:52][CH2:53][CH2:54][CH2:55]1)=[O:56]>>[CH:1]1([NH:4][C:5](=[O:6])[c:7]2[n:8][n:9][n:10]3[c:11]2[CH2:12][O:25][c:15]2[c:14]-3[cH:19][cH:18][c:17]([C:20](=[O:21])[NH:22][CH2:23][CH3:24])[cH:16]2)[CH2:2][CH2:3]1. As a reaction SMILES: [N:1]1([CH2:6][CH2:7][O:8][C:9]2[CH:14]=[CH:13][C:12]([NH2:15])=[CH:11][CH:10]=2)[CH2:5][CH2:4][CH2:3][CH2:2]1.[F:16][C:17]1[CH:18]=[C:19]2[C:23](=[CH:24][CH:25]=1)[NH:22][C:21](=[O:26])[C:20]2=[CH:27]O>>[F:16][C:17]1[CH:18]=[C:19]2[C:23](=[CH:24][CH:25]=1)[NH:22][C:21](=[O:26])[C:20]2=[CH:27][NH:15][C:12]1[CH:11]=[CH:10][C:9]([O:8][CH2:7][CH2:6][N:1]2[CH2:5][CH2:4][CH2:3][CH2:2]2)=[CH:14][CH:13]=1. Reactants: N1(CCCC1)CCOC1=CC=C(C=C1)N (4-(2-Pyrrolidin-1-yl-ethoxy)-phenylamine), FC=1C=C2C(C(NC2=CC1)=O)=CO (5-fluoro-3-hydroxymethylene-1,3-dihydro-indol-2-one). Yield: 68.8%. Procedure details: In a manner similar to that described in Example 231, 4-(2-Pyrrolidin-1-yl-ethoxy)-phenylamine (690 mg, 1.2 equiv.) and 5-fluoro-3-hydroxymethylene-1,3-dihydro-indol-2-one (500 mg, 2.79 mmol, 1 equiv.) are reacted to give the named compound as a yellow solid (705 mg, 69%). Product: FC=1C=C2C(C(NC2=CC1)=O)=CNC1=CC=C(C=C1)OCCN1CCCC1 (5-Fluoro-3-{[4-(2-pyrrolidin-1-yl-ethoxy)-phenylamino]-methylene}-1,3-dihydro-indol-2-one). The reactants are BrC1=CN=CS1 (5-bromothiazole), C(C)(C)N1CCNCC1 (isopropylpiperazine). The reagents and catalysts are [OH-].[K+] (KOH), [Br-].C(CCCCCCCCCCCCCCC)[N+](C)(C)C (cetyltrimethylammonium bromide), CC(C)([P](C(C)(C)C)([Pd][P](C(C)(C)C)(C(C)(C)C)C(C)(C)C)C(C)(C)C)C (Bis(tri-t-butylphosphine)palladium). The solvent is C1(=CC=CC=C1)C (toluene). Conditions: temperature 110 celsius. The product is C(C)(C)N1CCN(CC1)C1=CN=CS1 (5-(4-isopropylpiperazin-1-yl)thiazole). As a reaction SMILES: Br[C:2]1[S:6][CH:5]=[N:4][CH:3]=1.[CH:7]([N:10]1[CH2:15][CH2:14][NH:13][CH2:12][CH2:11]1)([CH3:9])[CH3:8]>[Br-].C([N+](C)(C)C)CCCCCCCCCCCCCCC.[OH-].[K+].CC(C)([P](C(C)(C)C)([Pd][P](C(C)(C)C)(C(C)(C)C)C(C)(C)C)C(C)(C)C)C.C1(C)C=CC=CC=1>[CH:7]([N:10]1[CH2:15][CH2:14][N:13]([C:2]2[S:6][CH:5]=[N:4][CH:3]=2)[CH2:12][CH2:11]1)([CH3:9])[CH3:8] |f:2.3,4.5,^1:41,47|. Procedure details: To a 5 mL microwave reaction tube containing 5-bromothiazole (359 mg, 2.19 mmol), isopropylpiperazine (330 mg, 1.1 eq.), Bis(tri-t-butylphosphine)palladium (0) (22 mg, 15 mol %), cetyltrimethylammonium bromide (15 mg, 30 mol %), toluene (3 mL) was added one drop of 50% KOH aqueous solution. The reaction was heated to 110° C. for 4 hours. The reaction was cooled down and extracted using ethyl acetate/brine. The organic layers were concentrated and purified via Combiflash (0-20% MeOH/Ethyl acetate... Reactants: CSC1=CC=C(C=C1)SC1=C(C(=O)O)C=CC(=C1)F (2-(p-methylthiophenylthio)-4-fluoro-benzoic acid), polyphosphoric acid, ice water. Run in N (ammonia). Conditions: time 3 hour. Product: CSC1=CC=2C(C3=CC=C(C=C3SC2C=C1)F)=O (2-Methylthio-6-fluoro-9-thioxanthone). RXN SMILES: [CH3:1][S:2][C:3]1[CH:8]=[CH:7][C:6]([S:9][C:10]2[CH:18]=[C:17]([F:19])[CH:16]=[CH:15][C:11]=2[C:12]([OH:14])=O)=[CH:5][CH:4]=1>N>[CH3:1][S:2][C:3]1[CH:4]=[CH:5][C:6]2[S:9][C:10]3[C:11](=[CH:15][CH:16]=[C:17]([F:19])[CH:18]=3)[C:12](=[O:14])[C:7]=2[CH:8]=1. Procedure: 375 Grams of 2-(p-methylthiophenylthio)-4-fluoro-benzoic acid (Collec.Czech.Chem.Commun. 40, pg. 3523 (1975)) were heated with 2.7 kilograms of polyphosphoric acid while stirring for 3 hours at 140 degrees Centigrade. The mixture was cooled to 110 degrees Centigrade and poured into ice-water. The precipitate was sucked off, suspended in aqueous ammonia and sucked off again. After recrystallization from pyridine 200 grams of 2-methylthio-6-fluoro-9-thioxanthone was obtained as a yellow crystallin... Reactants: COC=1C=CC(=C(C1)N)C1C(C2=CC=C(C=C2CC1)OC)(C)C (5-methoxy-2-(6-methoxy-1,1-dimethyl-1,2,3,4-tetrahydronaphthalen-2-yl)phenylamine), C(C1=CC=CC=C1)OC1=CC=C(C=C1)CC(=O)Cl (4-benzyloxyphenylacetyl chloride), C(C1=CC=CC=C1)OC1=CC=C(C=C1)CCNC1=C(C=CC(=C1)OC)C1C(C2=CC=C(C=C2CC1)OC)(C)C ([2-(4-benzyloxyphenyl)ethyl][5-methoxy-2-(6-methoxy-1,1-dimethyl-1,2,3,4-tetrahydronaphthalen-2-yl)phenyl]amine). Product: C(C1=CC=CC=C1)OC1=CC=C(C=C1)CCNCC1=C(C=CC(=C1)OC)C1C(C2=CC=C(C=C2CC1)OC)(C)C ([2-(4-benzyloxyphenyl)ethyl][5-methoxy-2-(6-methoxy-1,1-dimethyl-1,2,3,4-tetrahydronaphthalen-2-yl)phenyl]methylamine). Reaction SMILES: [CH3:1][O:2][C:3]1[CH:4]=[CH:5][C:6]([CH:10]2[CH2:19][CH2:18][C:17]3[C:12](=[CH:13][CH:14]=[C:15]([O:20][CH3:21])[CH:16]=3)[C:11]2([CH3:23])[CH3:22])=C(N)C=1.C(OC1C=CC(CC(Cl)=O)=CC=1)C1C=CC=CC=1.[CH2:42]([O:49][C:50]1[CH:55]=[CH:54][C:53]([CH2:56][CH2:57][NH:58][C:59]2C=C(OC)C=[CH:61][C:60]=2C2CCC3C(=CC=C(OC)C=3)C2(C)C)=[CH:52][CH:51]=1)[C:43]1[CH:48]=[CH:47][CH:46]=[CH:45][CH:44]=1>>[CH2:42]([O:49][C:50]1[CH:55]=[CH:54][C:53]([CH2:56][CH2:57][NH:58][CH2:59][C:60]2[CH:61]=[C:3]([O:2][CH3:1])[CH:4]=[CH:5][C:6]=2[CH:10]2[CH2:19][CH2:18][C:17]3[C:12](=[CH:13][CH:14]=[C:15]([O:20][CH3:21])[CH:16]=3)[C:11]2([CH3:23])[CH3:22])=[CH:52][CH:51]=1)[C:43]1[CH:48]=[CH:47][CH:46]=[CH:45][CH:44]=1. Reported procedure: Synthesized from 5-methoxy-2-(6-methoxy-1,1-dimethyl-1,2,3,4-tetrahydronaphthalen-2-yl)phenylamine and 4-benzyloxyphenylacetyl chloride according to an analogous synthetic method to Example 152, [2-(4-benzyloxyphenyl)ethyl][5-methoxy-2-(6-methoxy-1,1-dimethyl-1,2,3,4-tetrahydronaphthalen-2-yl)phenyl]amine (89 mg) was used according to an analogous synthetic method to Preparation Example 18 to provide [2-(4-benzyloxyphenyl)ethyl][5-methoxy-2-(6-methoxy-1,1-dimethyl-1,2,3,4-tetrahydronaphthalen-2-...